This data is from the Open Reaction Database (ORD), a public repository of structured organic reaction records. The task is: describe an organic reaction: reactants, conditions, products, and yield Starting materials: C(C)(C)(C)OC(=O)N1CC(CC1)(O)C#CC=1C=CC2=C(C3=NC(=CN3CCO2)C(N)=O)C1 (3-(2-Carbamoyl-4,5-dihydro-6-oxa-1,3a-diaza-benzo[e]azulen-9-ylethynyl)-3-hydroxy-pyrrolidine-1-carboxylic acid tert-butyl ester), Cl.CC(OCC)=O (HCl EA). Run in CO (methanol). Conditions: time 3 hour. Yields the product OC1(CNCC1)C#CC=1C=CC2=C(C=3N(CCO2)C=C(N3)C(=O)N)C1 (10-((3-hydroxypyrrolidin-3-yl)ethynyl)-5,6-dihydrobenzo[f]imidazo[1,2-d][1,4]oxazepine-2-carboxamide). The yield is 10.3%. RXN SMILES: C(OC([N:8]1[CH2:12][CH2:11][C:10]([C:14]#[C:15][C:16]2[CH:17]=[CH:18][C:19]3[O:28][CH2:27][CH2:26][N:25]4[C:21](=[N:22][C:23]([C:29](=[O:31])[NH2:30])=[CH:24]4)[C:20]=3[CH:32]=2)([OH:13])[CH2:9]1)=O)(C)(C)C.Cl.CC(=O)OCC>CO>[OH:13][C:10]1([C:14]#[C:15][C:16]2[CH:17]=[CH:18][C:19]3[O:28][CH2:27][CH2:26][N:25]4[CH:24]=[C:23]([C:29]([NH2:30])=[O:31])[N:22]=[C:21]4[C:20]=3[CH:32]=2)[CH2:11][CH2:12][NH:8][CH2:9]1 |f:1.2|. Procedure details: In a solution of 3-(2-Carbamoyl-4,5-dihydro-6-oxa-1,3a-diaza-benzo[e]azulen-9-ylethynyl)-3-hydroxy-pyrrolidine-1-carboxylic acid tert-butyl ester (40 mg, 0.1 mmol) in methanol (20 ml) was added HCl/EA (20 ml). The solution was stirred for 3 h at room temperature. The reaction mixture was purified by column to afford the titled compound (3.5 mg, 10%). 1HNMR (Methanol-d4, 400 MHz): δ 8.62 (d, J=2.0 Hz, 1H), 7.78 (s, 1H), 7.41 (dd, J=2.0, 8.8 Hz, 1H), 7.08 (d, J=8.4 Hz, 1H), 4.52 (s, 4H), 3.54-3.40... Reactants: O (H2O), C(C)(=O)NC[C@H]1[C@H](N(CC1)[C@@H](C)C1=CC=CC=C1)C(=O)N ((2S,3S)-3-(acetylamino-methyl)-1-((S)-1-phenyl-ethyl)-pyrrolidine-2-carboxylic acid amide). Reagents/catalysts: [Pd] (Pd on charcoal). The solvent is CO (MeOH). Yields the product C(C)(=O)NC[C@H]1[C@H](NCC1)C(=O)N ((2S,3S)-3-(Acetylamino-methyl)-pyrrolidine-2-carboxylic acid amide). RXN SMILES: [C:1]([NH:4][CH2:5][C@@H:6]1[CH2:10][CH2:9][N:8]([C@H](C2C=CC=CC=2)C)[C@@H:7]1[C:19]([NH2:21])=[O:20])(=[O:3])[CH3:2].O>CO.[Pd]>[C:1]([NH:4][CH2:5][C@@H:6]1[CH2:10][CH2:9][NH:8][C@@H:7]1[C:19]([NH2:21])=[O:20])(=[O:3])[CH3:2]. Procedure details: A mixture of (2S,3S)-3-(acetylamino-methyl)-1-((S)-1-phenyl-ethyl)-pyrrolidine-2-carboxylic acid amide (Stage 36.2) (0.48 mmol) and 10% Pd on charcoal, wet with 50% H2O (Aldrich 330108) (0.096 mmol) in MeOH (5 mL) was hydrogenated for 6.5 h at rt. The reaction mixture was then filtered through a Fluoropore Membrane Filter (0.2 μm FG) and evaporated. The residue was dissolved in CH2Cl2 and evaporated to dryness to afford the title compound as an off-white solid. ESI-MS: [M+H]+ 186; TLC: Rf=0.08 (... Starting materials: Cc1cccc([N+](=O)[O-])c1N, O=[N+]([O-])c1cccc2cn[nH]c12. Yields the product Nc1cccc2cn[nH]c12. RXN SMILES: [CH3:13][c:14]1[cH:15][cH:16][cH:17][c:18]([N+:19]([O-:20])=[O:21])[c:22]1[NH2:23].[N+:1]([O-:2])(=[O:3])[c:4]1[cH:5][cH:6][cH:7][c:8]2[cH:9][n:10][nH:11][c:12]12>>[NH2:1][c:4]1[cH:5][cH:6][cH:7][c:8]2[cH:9][n:10][nH:11][c:12]12. Starting materials: ice, [N+](=O)([O-])C1=C(C=CC=C1)S(=O)(=O)Cl (2-nitrobenzenesulfonyl chloride), ClCCl (dichloromethane), CN (methylamine), CN (methylamine). Solvent: O1CCCC1 (tetrahydrofuran), O1CCCC1 (tetrahydrofuran). Conditions: time 8 hour. Product: CNS(=O)(=O)C1=C(C=CC=C1)[N+](=O)[O-] (N-methyl-2-nitrobenzenesulfonamide). Reaction SMILES: [N+:1]([C:4]1[CH:9]=[CH:8][CH:7]=[CH:6][C:5]=1[S:10](Cl)(=[O:12])=[O:11])([O-:3])=[O:2].ClCCl.[CH3:17][NH2:18]>O1CCCC1>[CH3:17][NH:18][S:10]([C:5]1[CH:6]=[CH:7][CH:8]=[CH:9][C:4]=1[N+:1]([O-:3])=[O:2])(=[O:12])=[O:11]. Procedure: To a solution of 2-nitrobenzenesulfonyl chloride (25 g, 0.113 mol) and dichloromethane (450 mL) at 4° C. was added dropwise 2M methylamine in tetrahydrofuran (68 mL). The mixture was stirred overnight allowing the ice bath to melt. More 2M methylamine in tetrahydrofuran (97 mL) was added and the reaction was stirred for 1 hour. The reaction mixture was concentrated in vacuo. The residue was dissolved in chloroform (500 mL) and was washed with saturated sodium bicarbonate (250 mL). The aqueous la... Starting materials: OC(C(C)C)(C=1N=CN(C1)C(C1=CC=CC=C1)(C1=CC=CC=C1)C1=CC=CC=C1)C1=CC=C(C=C1)B(O)O (4-[1-hydroxy-2-methyl-1-(1-trityl-1H-imidazol-4-yl)propyl]phenylboronic acid), BrC=1C=C(C(=O)NC)C=CC1 (3-bromo-N-methylbenzamide). Reagents/catalysts: C=1C=CC(=CC1)[P](C=2C=CC=CC2)(C=3C=CC=CC3)[Pd]([P](C=4C=CC=CC4)(C=5C=CC=CC5)C=6C=CC=CC6)([P](C=7C=CC=CC7)(C=8C=CC=CC8)C=9C=CC=CC9)[P](C=1C=CC=CC1)(C=1C=CC=CC1)C=1C=CC=CC1 (tetrakis(triphenylphosphine)palladium(0)). The product is OC(C(C)C)(C=1N=CN(C1)C(C1=CC=CC=C1)(C1=CC=CC=C1)C1=CC=CC=C1)C1=CC=C(C=C1)C1=CC(=CC=C1)C(=O)NC (4′-[1-hydroxy-2-methyl-1-(1-trityl-1H-imidazol-4-yl)propyl]-N-methyl[1,1′-biphenyl]-3-carboxamide). Yield: 32.9%. As a reaction SMILES: [OH:1][C:2]([C:30]1[CH:35]=[CH:34][C:33](B(O)O)=[CH:32][CH:31]=1)([C:6]1[N:7]=[CH:8][N:9]([C:11]([C:24]2[CH:29]=[CH:28][CH:27]=[CH:26][CH:25]=2)([C:18]2[CH:23]=[CH:22][CH:21]=[CH:20][CH:19]=2)[C:12]2[CH:17]=[CH:16][CH:15]=[CH:14][CH:13]=2)[CH:10]=1)[CH:3]([CH3:5])[CH3:4].Br[C:40]1[CH:41]=[C:42]([CH:47]=[CH:48][CH:49]=1)[C:43]([NH:45][CH3:46])=[O:44]>C1C=CC([P]([Pd]([P](C2C=CC=CC=2)(C2C=CC=CC=2)C2C=CC=CC=2)([P](C2C=CC=CC=2)(C2C=CC=CC=2)C2C=CC=CC=2)[P](C2C=CC=CC=2)(C2C=CC=CC=2)C2C=CC=CC=2)(C2C=CC=CC=2)C2C=CC=CC=2)=CC=1>[OH:1][C:2]([C:30]1[CH:35]=[CH:34][C:33]([C:40]2[CH:49]=[CH:48][CH:47]=[C:42]([C:43]([NH:45][CH3:46])=[O:44])[CH:41]=2)=[CH:32][CH:31]=1)([C:6]1[N:7]=[CH:8][N:9]([C:11]([C:24]2[CH:29]=[CH:28][CH:27]=[CH:26][CH:25]=2)([C:18]2[CH:23]=[CH:22][CH:21]=[CH:20][CH:19]=2)[C:12]2[CH:17]=[CH:16][CH:15]=[CH:14][CH:13]=2)[CH:10]=1)[CH:3]([CH3:5])[CH3:4] |^1:53,55,74,93|. Procedure: By the reaction in the same manner as in Example 33-(ii) using 4-[1-hydroxy-2-methyl-1-(1-trityl-1H-imidazol-4-yl)propyl]phenylboronic acid (3.44 g), 3-bromo-N-methylbenzamide (1.10 g) and tetrakis(triphenylphosphine)palladium(0) (0.21 g), the title compound (1.00 g) was obtained as a pale-yellow amorphous powder.